Dataset: the Open Reaction Database (ORD), a public repository of structured organic reaction records. Task: describe an organic reaction: reactants, conditions, products, and yield Starting materials: CCCC[N+](CCCC)(CCCC)CCCC.[F-] (TBAF), solution, resultant solution, O (H2O), C(C)(C)(C)C=1C=C2C=NN(C(C2=C(C1)F)=O)C1=C(C(=CC=C1)C1=NN(C(C(=C1)NC1=NC=C(C=C1)OC[C@H](COC)O[Si](C)(C)C(C)(C)C)=O)C)CO ((S)-6-tert-butyl-2-(3-(5-(5-(2-(tert-butyldimethylsilyloxy)-3-methoxypropoxy)pyridin-2-ylamino)-1-methyl-6-oxo-1,6-dihydropyridazin-3-yl)-2-(hydroxymethyl)phenyl)-8-fluorophthalazin-1(2H)-one), [Na+].[Cl-] (NaCl). The solvent is C1CCOC1 (THF), CCOC(=O)C.CCCCCC (EtOAc hexane), C1CCOC1 (THF). The product is C(C)(C)(C)C=1C=C2C=NN(C(C2=C(C1)F)=O)C1=C(C(=CC=C1)C1=NN(C(C(=C1)NC1=NC=C(C=C1)OC[C@H](COC)O)=O)C)CO (6-tert-Butyl-8-fluoro-2-(3-{5-[5-((S)-2-hydroxy-3-methoxy-propoxy)-pyridin-2-ylamino]-1-methyl-6-oxo-1,6-dihydro-pyridazin-3-yl}-2-hydroxymethyl-phenyl)-2H-phthalazin-1-one). The yield is 0.1%. RXN SMILES: [C:1]([C:5]1[CH:6]=[C:7]2[C:12](=[C:13]([F:15])[CH:14]=1)[C:11](=[O:16])[N:10]([C:17]1[CH:22]=[CH:21][CH:20]=[C:19]([C:23]3[CH:28]=[C:27]([NH:29][C:30]4[CH:35]=[CH:34][C:33]([O:36][CH2:37][C@@H:38]([O:42][Si](C(C)(C)C)(C)C)[CH2:39][O:40][CH3:41])=[CH:32][N:31]=4)[C:26](=[O:50])[N:25]([CH3:51])[N:24]=3)[C:18]=1[CH2:52][OH:53])[N:9]=[CH:8]2)([CH3:4])([CH3:3])[CH3:2].CCCC[N+](CCCC)(CCCC)CCCC.[F-].O.[Na+].[Cl-]>C1COCC1.CCOC(C)=O.CCCCCC>[C:1]([C:5]1[CH:6]=[C:7]2[C:12](=[C:13]([F:15])[CH:14]=1)[C:11](=[O:16])[N:10]([C:17]1[CH:22]=[CH:21][CH:20]=[C:19]([C:23]3[CH:28]=[C:27]([NH:29][C:30]4[CH:35]=[CH:34][C:33]([O:36][CH2:37][C@@H:38]([OH:42])[CH2:39][O:40][CH3:41])=[CH:32][N:31]=4)[C:26](=[O:50])[N:25]([CH3:51])[N:24]=3)[C:18]=1[CH2:52][OH:53])[N:9]=[CH:8]2)([CH3:4])([CH3:2])[CH3:3] |f:1.2,4.5,7.8|. Reported procedure: In a 100 mL round-bottomed flask, (S)-6-tert-butyl-2-(3-(5-(5-(2-(tert-butyldimethylsilyloxy)-3-methoxypropoxy)pyridin-2-ylamino)-1-methyl-6-oxo-1,6-dihydropyridazin-3-yl)-2-(hydroxymethyl)phenyl)-8-fluorophthalazin-1(2H)-one (214 mg, 287 mmol, Eq: 1.00) was combined with THF (6.0 ml) to give a yellow solution. TBAF (500 μl of a 1M solution in THF, 500 μmol) was added and the resultant solution was stirred at 25° C. for 1 h. The reaction was complete by LCMS. The reaction mixture was poured into... Reactants: C(C)(C)NC(C)C (diisopropylamine), [Li]CCCC (nBuLi), N#N (N2), ClC=1N=C(C2=C(N1)N(C=C2)S(=O)(=O)C2=CC=C(C=C2)C)Cl (2,4-dichloro-7-[(4-methylphenyl)sulfonyl]-7H-pyrrolo[2,3-d]pyrimidine). Run in C1CCOC1 (THF), C1CCOC1 (THF). Run at temperature -78 celsius, time 30 minute. The product is ClC=1N=C(C2=C(N1)N(C(=C2)C)S(=O)(=O)C2=CC=C(C=C2)C)Cl (2,4-dichloro-6-methyl-7-[(4-methylphenyl)sulfonyl]-7H-pyrrolo[2,3-d]pyrimidine). The yield is 48.1%. Reaction SMILES: [CH:1](NC(C)C)(C)C.[Li]CCCC.N#N.[Cl:15][C:16]1[N:17]=[C:18]([Cl:35])[C:19]2[CH:24]=[CH:23][N:22]([S:25]([C:28]3[CH:33]=[CH:32][C:31]([CH3:34])=[CH:30][CH:29]=3)(=[O:27])=[O:26])[C:20]=2[N:21]=1>C1COCC1>[Cl:15][C:16]1[N:17]=[C:18]([Cl:35])[C:19]2[CH:24]=[C:23]([CH3:1])[N:22]([S:25]([C:28]3[CH:29]=[CH:30][C:31]([CH3:34])=[CH:32][CH:33]=3)(=[O:26])=[O:27])[C:20]=2[N:21]=1. Procedure details: To a solution of diisopropylamine(2.2 g, 21.9 mmol, 1.5 eq) in THF (50 mL) was added nBuLi (2.5 mol/L, 6.4 mL, 16.07 mmol, 1.1 eq) dropwise under N2 at −78° C., then the mixture was stirred for 30 min at −78° C. And followed by 2,4-dichloro-7-[(4-methylphenyl)sulfonyl]-7H-pyrrolo[2,3-d]pyrimidine (5 g, 14.6 mmol, 1 eq) in THF (50 mL) was added to the mixture, then the mixture was stirred for another 30 min at −78° C. Mel (2.28 g, 16 mmol, 1.1 eq) was added to the mixture for 30min at −78° C. The...